From a dataset of the Open Reaction Database (ORD), a public repository of structured organic reaction records. describe an organic reaction: reactants, conditions, products, and yield The reactants are CC(=O)CC(C)C, O=c1[nH]c2ccccc2n1CCCCl, Fc1ccc2onc(C3CCNCC3)c2c1, [I-], [K+], [Na+], [Na+], O=C([O-])[O-]. Yields the product O=c1[nH]c2ccccc2n1CCCN1CCC(c2noc3ccc(F)cc23)CC1. As a reaction SMILES: [CH3:39][CH:40]([CH2:41][C:42](=[O:43])[CH3:44])[CH3:45].[Cl:17][CH2:18][CH2:19][CH2:20][n:21]1[c:22](=[O:30])[nH:23][c:24]2[c:25]1[cH:26][cH:27][cH:28][cH:29]2.[F:1][c:2]1[cH:3][cH:4][c:5]2[c:6]([c:7]([CH:10]3[CH2:11][CH2:12][NH:13][CH2:14][CH2:15]3)[n:8][o:9]2)[cH:16]1.[I-:38].[K+:37].[Na+:31].[Na+:32].[O-:33][C:34](=[O:35])[O-:36]>>[F:1][c:2]1[cH:3][cH:4][c:5]2[c:6]([c:7]([CH:10]3[CH2:11][CH2:12][N:13]([CH2:18][CH2:19][CH2:20][n:21]4[c:22](=[O:30])[nH:23][c:24]5[c:25]4[cH:26][cH:27][cH:28][cH:29]5)[CH2:14][CH2:15]3)[n:8][o:9]2)[cH:16]1. The reactants are ice, C(C)C(C1(CC=CC=C1)OC)(P([O-])([O-])=O)CC (diethyl-1-methoxybenzylphosphonate), C1OC=2C=C3C(C(NC3=CC2O1)=O)=O (5,6-methylenedioxyisatin), CC(C)([O-])C.[K+] (potassium-tert-butoxide). Solvent: CN(C=O)C (dimethylformamide). Run at temperature -10 celsius, time 15 minute. Yields the product COC(C1=CC=CC=C1)=C1C(NC2=CC3=C(C=C12)OCO3)=O (3-(1-methoxy-1-phenyl-methylidene)-5,6-methylenedioxy-2-indolinone). RXN SMILES: C([C:3](CC)(P(=O)([O-])[O-])[C:4]1(OC)[CH:9]=[CH:8][CH:7]=[CH:6][CH2:5]1)C.C[C:19](C)([O-:21])C.[K+].[CH2:24]1[O:35][C:34]2[CH:33]=[C:32]3[C:28]([C:29](=O)[C:30](=[O:36])[NH:31]3)=[CH:27][C:26]=2[O:25]1>CN(C)C=O>[CH3:19][O:21][C:3](=[C:29]1[C:28]2[C:32](=[CH:33][C:34]3[O:35][CH2:24][O:25][C:26]=3[CH:27]=2)[NH:31][C:30]1=[O:36])[C:4]1[CH:5]=[CH:6][CH:7]=[CH:8][CH:9]=1 |f:1.2|. Procedure: Under a nitrogen atmosphere 4.5 g of diethyl-1-methoxybenzylphosphonate (according to Burkhouse, D.; Zimmer, H.; Synthesis 1984, 330) are dissolved in 40 ml of absolute dimethylformamide and at −40° C. 4.0 g of potassium-tert-butoxide are added batchwise and stirred for 15 minutes at −10° C. 3.0 g of 5,6-methylenedioxyisatin (according to Lackey, K.; Sternbach, D. D.; Synthesis 1993, 993) are added to the clear solution and stirred for 1 hour at ambient temperature. After this time the mixture i... Starting materials: CN(C)CCSCc1ccc2sc(S(N)(=O)=O)cc2c1, CCO, [O-][I+3]([O-])([O-])[O-], [Na+], O. Product: CN(C)CCS(=O)Cc1ccc2sc(S(N)(=O)=O)cc2c1. Reaction SMILES: [CH3:1][N:2]([CH2:3][CH2:4][S:5][CH2:6][c:7]1[cH:8][c:9]2[c:10]([s:11][c:12]([S:14]([NH2:15])(=[O:16])=[O:17])[cH:13]2)[cH:18][cH:19]1)[CH3:20].[CH3:27][CH2:28][OH:29].[I+3:21]([O-:22])([O-:23])([O-:24])[O-:25].[Na+:26].[OH2:30]>>[CH3:1][N:2]([CH2:3][CH2:4][S:5]([CH2:6][c:7]1[cH:8][c:9]2[c:10]([s:11][c:12]([S:14]([NH2:15])(=[O:16])=[O:17])[cH:13]2)[cH:18][cH:19]1)=[O:22])[CH3:20]. Reactants: CC(=O)OC(C)=O, Cc1ccc(Oc2ccccc2)cc1N, ClCCl, Cl, c1ccncc1. Product: CC(=O)Nc1cc(Oc2ccccc2)ccc1C. RXN SMILES: [CH3:20][C:21](=[O:22])[O:23][C:24](=[O:25])[CH3:26].[CH3:5][c:6]1[c:7]([NH2:8])[cH:9][c:10]([O:13][c:14]2[cH:15][cH:16][cH:17][cH:18][cH:19]2)[cH:11][cH:12]1.[Cl:1][CH2:2][Cl:3].[ClH:4].[cH:27]1[cH:28][cH:29][n:30][cH:31][cH:32]1>>[CH3:5][c:6]1[c:7]([NH:8][C:21]([CH3:20])=[O:22])[cH:9][c:10]([O:13][c:14]2[cH:15][cH:16][cH:17][cH:18][cH:19]2)[cH:11][cH:12]1. Reactants: N1C=NC=C1 (imidazole), ClC=1N=C(C2=C(N1)SC(=C2)C(F)(F)F)NCC2=CC=C(C=C2)F (2-chloro-6-trifluoromethyl-4-(4-fluorobenzylamino)-thieno-[2,3-d]-pyrimidine). Yields the product N1(C=NC=C1)C=1N=C(C2=C(N1)SC(=C2)C(F)(F)F)NCC2=CC=C(C=C2)F (2-(imidazol-1-yl)-6-trifluoromethyl-4-(4-fluorobenzylamino)-thieno-[2,3-d]-pyrimidine). RXN SMILES: [NH:1]1[CH:5]=[CH:4][N:3]=[CH:2]1.Cl[C:7]1[N:8]=[C:9]([NH:20][CH2:21][C:22]2[CH:27]=[CH:26][C:25]([F:28])=[CH:24][CH:23]=2)[C:10]2[CH:15]=[C:14]([C:16]([F:19])([F:18])[F:17])[S:13][C:11]=2[N:12]=1>>[N:1]1([C:7]2[N:8]=[C:9]([NH:20][CH2:21][C:22]3[CH:27]=[CH:26][C:25]([F:28])=[CH:24][CH:23]=3)[C:10]3[CH:15]=[C:14]([C:16]([F:17])([F:18])[F:19])[S:13][C:11]=3[N:12]=2)[CH:5]=[CH:4][N:3]=[CH:2]1. Procedure details: Following the procedure of Example 97, the reaction of imidazole with 2-chloro-6-trifluoromethyl-4-(4-fluorobenzylamino)-thieno-[2,3-d]-pyrimidine gives 2-(imidazol-1-yl)-6-trifluoromethyl-4-(4-fluorobenzylamino)-thieno-[2,3-d]-pyrimidine. Reactants: COC(=O)COc1ccc(CC(C)=O)cc1, NCC(OCCO)c1ccc(OCc2ccccc2)cc1. The product is COC(=O)COc1ccc(CC(C)NCC(OCCO)c2ccc(OCc3ccccc3)cc2)cc1. RXN SMILES: [C:1](=[O:2])([O:3][CH3:4])[CH2:5][O:6][c:7]1[cH:8][cH:9][c:10]([CH2:13][C:14]([CH3:15])=[O:16])[cH:11][cH:12]1.[CH2:17]([c:18]1[cH:19][cH:20][cH:21][cH:22][cH:23]1)[O:24][c:25]1[cH:26][cH:27][c:28]([CH:31]([CH2:32][NH2:33])[O:34][CH2:35][CH2:36][OH:37])[cH:29][cH:30]1>>[C:1](=[O:2])([O:3][CH3:4])[CH2:5][O:6][c:7]1[cH:8][cH:9][c:10]([CH2:13][CH:14]([CH3:15])[NH:33][CH2:32][CH:31]([c:28]2[cH:27][cH:26][c:25]([O:24][CH2:17][c:18]3[cH:19][cH:20][cH:21][cH:22][cH:23]3)[cH:30][cH:29]2)[O:34][CH2:35][CH2:36][OH:37])[cH:11][cH:12]1. Reaction SMILES: [CH3:1][O:2][C:3](=[O:26])[CH2:4][CH2:5][CH2:6][CH2:7][CH2:8][S:9][C:10]1[CH:15]=[CH:14][C:13]([N:16]([CH2:18][C:19]2[CH:24]=[CH:23][C:22]([Cl:25])=[CH:21][CH:20]=2)[CH3:17])=[CH:12][CH:11]=1.I([O-])(=O)(=O)=[O:28].[Na+]>CO.O1CCCC1.O.C(OCC)(=O)C>[CH3:1][O:2][C:3](=[O:26])[CH2:4][CH2:5][CH2:6][CH2:7][CH2:8][S:9]([C:10]1[CH:15]=[CH:14][C:13]([N:16]([CH2:18][C:19]2[CH:24]=[CH:23][C:22]([Cl:25])=[CH:21][CH:20]=2)[CH3:17])=[CH:12][CH:11]=1)=[O:28] |f:1.2|. Starting materials: COC(CCCCCSC1=CC=C(C=C1)N(C)CC1=CC=C(C=C1)Cl)=O (6-(4-((4-chlorobenzyl)-methylamino)-phenylsulfanyl)-hexanoic acid methyl ester), I(=O)(=O)(=O)[O-].[Na+] (sodium metaperiodate). Yields the product COC(CCCCCS(=O)C1=CC=C(C=C1)N(C)CC1=CC=C(C=C1)Cl)=O (6-(4-((4-Chlorobenzyl)-methylamino)-benzenesulfinyl)-hexanoic acid methyl ester), oil. Yield: 87.0%. Procedure details: To a solution of 6-(4-((4-chlorobenzyl)-methylamino)-phenylsulfanyl)-hexanoic acid methyl ester (840 mg, 2.1 mmol) in methanol (60 mL) and tetrahydrofuran (30 mL) was added dropwise at 0° C. a solution of sodium metaperiodate (504 mg, 2.3 mmol) in distilled water (20 mL). The mixture was heated at reflux for 1 hour. The solution was concentrated under reduced pressure to give an oil that was dissolved in ethyl acetate (75 mL). The organic layer was washed with saturated aqueous sodium hydrogen c... The solvent is C(C)(=O)OCC (ethyl acetate), CO (methanol), O1CCCC1 (tetrahydrofuran), O (water).